Dataset: the Open Reaction Database (ORD), a public repository of structured organic reaction records. Task: describe an organic reaction: reactants, conditions, products, and yield Starting materials: FC1=CC2=C(C(=NO2)C2CCN(CC2)CC(=O)N2CC3=CC=CC=C3C2)C=C1 (2-[4-(6-fluoro-1,2-benzisoxazol-3-yl)-1-piperidinyl]-1-(2,3-dihydro-1H-isoindol-2-yl)ethanone), C(\C=C\C(=O)O)(=O)O (fumaric acid). Solvent: C(C)O (ethanol), C(C)O (ethanol). The product is C(\C=C\C(=O)O)(=O)O.FC1=CC2=C(C(=NO2)C2CCN(CC2)CC(=O)N2CC3=CC=CC=C3C2)C=C1 (2-[4-(6-Fluoro-1,2-benzisoxazol-3-yl)-1-piperidinyl]-1-(2,3-dihydro-1H-isoindol-2-yl)ethanone fumarate). Reaction SMILES: [F:1][C:2]1[CH:28]=[CH:27][C:5]2[C:6]([CH:9]3[CH2:14][CH2:13][N:12]([CH2:15][C:16]([N:18]4[CH2:26][C:25]5[C:20](=[CH:21][CH:22]=[CH:23][CH:24]=5)[CH2:19]4)=[O:17])[CH2:11][CH2:10]3)=[N:7][O:8][C:4]=2[CH:3]=1.[C:29]([OH:36])(=[O:35])/[CH:30]=[CH:31]/[C:32]([OH:34])=[O:33]>C(O)C>[C:29]([OH:36])(=[O:35])/[CH:30]=[CH:31]/[C:32]([OH:34])=[O:33].[F:1][C:2]1[CH:28]=[CH:27][C:5]2[C:6]([CH:9]3[CH2:14][CH2:13][N:12]([CH2:15][C:16]([N:18]4[CH2:19][C:20]5[C:25](=[CH:24][CH:23]=[CH:22][CH:21]=5)[CH2:26]4)=[O:17])[CH2:11][CH2:10]3)=[N:7][O:8][C:4]=2[CH:3]=1 |f:3.4|. Reported procedure: Free base (1 g, Example 243B) of 2-[4-(6-fluoro-1,2-benzisoxazol-3-yl)-1-piperidinyl]-1-(2,3-dihydro-1H-isoindol-2-yl)ethanone dissolved in hot ethanol (~10 ml) was treated with a solution of fumaric acid (306 mg) in hot ethanol. The mixture was cooled and the product collected, 1.2 gm, m.p. 223°-225° C. Starting materials: C1(O)=CC(O)=CC(O)=C1 (phloroglucinol), C1(CCCC1)C(C(=O)OCC)C(=O)C (ethyl 2-cyclopentylacetoacetate), Cl (HCl). Run in C(C)O (ethanol). Yields the product C1(CCCC1)C=1C(OC2=C(C1C)C(=CC(=C2)O)O)=O (3-Cyclopentyl-5,7-dihydroxy-4-methyl-2H-1-benzopyran-2-one). RXN SMILES: [C:1]1([CH:9]=[C:7]([OH:8])[CH:6]=[C:4]([OH:5])[CH:3]=1)[OH:2].[CH:10]1([CH:15]([C:21]([CH3:23])=O)[C:16](OCC)=[O:17])[CH2:14][CH2:13][CH2:12][CH2:11]1.Cl>C(O)C>[CH:10]1([C:15]2[C:16](=[O:17])[O:2][C:1]3[CH:9]=[C:7]([OH:8])[CH:6]=[C:4]([OH:5])[C:3]=3[C:21]=2[CH3:23])[CH2:14][CH2:13][CH2:12][CH2:11]1. Procedure: A solution of phloroglucinol (2.00 g) and ethyl 2-cyclopentylacetoacetate (3.14 g) in ethanol (40 ml) was treated with dry HCl at 0° C. for 2.5 hours and the solution kept at that temperature overnight. Solvent was evaporated and the precipitate purified with flash chromatography eluting with toluene-EtOAc-AcOH (8:1:1). Yield 1.22 g (29%). Reactants: Cl[Si](O[Si](C(C)C)(C(C)C)Cl)(C(C)C)C(C)C (1,3-dichloro-1,1,3,3-tetraisopropyldisiloxane), C1=C(N=CC(=N1)[C@H]([C@@H]([C@@H](CO)O)O)O)C[C@@H]([C@@H](CO)O)O (deoxyfructosazine). The solvent is ClCCl (dichloromethane), N1=CC=CC=C1 (pyridine). Conditions: time 41 hour. Product: O[C@@H](CC=1N=CC(=NC1)[C@H]([C@H](O)[C@@H]1O[Si](O[Si](OC1)(C(C)C)C(C)C)(C(C)C)C(C)C)O)[C@@H]1O[Si](O[Si](OC1)(C(C)C)C(C)C)(C(C)C)C(C)C (1-{5-[2(S)-hydroxy-2-(2,2,4,4-tetraisopropyl-[1,3,5,2,4]trioxadisilepan-6(R)-yl)ethyl]pyrazin-2-yl}-2-(2,2,4,4-tetraisopropyl-[1,3,5,2,4]trioxadisilepan-6(R)-yl)ethane-1(R),2(S)-diol). RXN SMILES: Cl[Si:2]([CH:15]([CH3:17])[CH3:16])([CH:12]([CH3:14])[CH3:13])[O:3][Si:4](Cl)([CH:8]([CH3:10])[CH3:9])[CH:5]([CH3:7])[CH3:6].[CH:18]1[N:23]=[C:22]([C@@H:24]([OH:31])[C@H:25]([OH:30])[C@H:26]([OH:29])[CH2:27][OH:28])[CH:21]=[N:20][C:19]=1[CH2:32][C@H:33]([OH:38])[C@H:34]([OH:37])[CH2:35][OH:36]>N1C=CC=CC=1.ClCCl>[OH:38][C@H:33]([C@H:34]1[CH2:35][O:36][Si:4]([CH:8]([CH3:10])[CH3:9])([CH:5]([CH3:6])[CH3:7])[O:3][Si:2]([CH:12]([CH3:14])[CH3:13])([CH:15]([CH3:17])[CH3:16])[O:37]1)[CH2:32][C:19]1[N:20]=[CH:21][C:22]([C@@H:24]([OH:31])[C@@H:25]([C@H:26]2[CH2:27][O:28][Si:4]([CH:8]([CH3:10])[CH3:9])([CH:5]([CH3:7])[CH3:6])[O:3][Si:2]([CH:15]([CH3:17])[CH3:16])([CH:12]([CH3:14])[CH3:13])[O:29]2)[OH:30])=[N:23][CH:18]=1. Procedure details: 1-{5-[2(S)-Hydroxy-2-(2,2,4,4-tetraisopropyl-[1,3,5,2,4]trioxadisilepan-6(R)-yl)ethyl]pyrazin-2-yl}-2-(2,2,4,4-tetraisopropyl-[1,3,5,2,4]trioxadisilepan-6(R)-yl)ethane-1(R),2(S)-diol can be obtained in the following way: 2.3 cm3 of 1,3-dichloro-1,1,3,3-tetraisopropyldisiloxane are added, with stirring, and under nitrogen, to a solution of 1 g of deoxyfructosazine in 27 cm3 of pyridine. The reaction mixture is stirred at a temperature of approximately 25 C. for 41 hours. After concentrating under... The reactants are CN(S(=O)(=O)C)C=1C=C(C=C(C(=O)OC)C1)C(=O)OC (Dimethyl 5-(N-methylmethylsulfonamido)isophthalate), [OH-].[Na+] (NaOH). Solvent: C1CCOC1.CO (THF MeOH), O (H2O). Run at time 18 hour. Product: COC(=O)C=1C=C(C(=O)O)C=C(C1)N(S(=O)(=O)C)C (3-(methoxycarbonyl)-5-(N-methylmethylsulfonamido)benzoic acid). Isolated yield 74.3%. Reaction SMILES: [CH3:1][N:2]([C:7]1[CH:8]=[C:9]([C:17]([O:19][CH3:20])=[O:18])[CH:10]=[C:11]([CH:16]=1)[C:12]([O:14]C)=[O:13])[S:3]([CH3:6])(=[O:5])=[O:4].[OH-].[Na+]>C1COCC1.CO.O>[CH3:20][O:19][C:17]([C:9]1[CH:10]=[C:11]([CH:16]=[C:7]([N:2]([CH3:1])[S:3]([CH3:6])(=[O:5])=[O:4])[CH:8]=1)[C:12]([OH:14])=[O:13])=[O:18] |f:1.2,3.4|. Reported procedure: Dimethyl 5-(N-methylmethylsulfonamido)isophthalate (0.842 g, 2.8 mmol) was dissolved in THF:MeOH (1:1) (8 mL) and H2O (3 mL). Solid NaOH (0.112 g, 2.8 mmol) was added and stirred at room temperature for 18 h. The reaction mixture was concentrated under reduced pressure. Saturated NaHCO3 (10 mL) was added to the reaction mixture and extracted with toluene (to remove <10% unreacted starting material). The aqueous solution was acidified with dilute HCl (10%), extracted with EtOAc, and dried over an...